From a dataset of the Open Reaction Database (ORD), a public repository of structured organic reaction records. describe an organic reaction: reactants, conditions, products, and yield Starting materials: Oc1ccc(Br)c(F)c1, O=C([O-])[O-], COC(=O)c1cccc(CBr)c1, CC(C)=O, [K+], [K+]. Yields the product COC(=O)c1cccc(COc2ccc(Br)c(F)c2)c1. As a reaction SMILES: [Br:1][c:2]1[c:3]([F:9])[cH:4][c:5]([OH:8])[cH:6][cH:7]1.[C:22](=[O:23])([O-:24])[O-:25].[CH3:10][O:11][C:12]([c:13]1[cH:14][c:15]([CH2:19][Br:20])[cH:16][cH:17][cH:18]1)=[O:21].[CH3:28][C:29](=[O:30])[CH3:31].[K+:26].[K+:27]>>[Br:1][c:2]1[c:3]([F:9])[cH:4][c:5]([O:8][CH2:19][c:15]2[cH:14][c:13]([C:12]([O:11][CH3:10])=[O:21])[cH:18][cH:17][cH:16]2)[cH:6][cH:7]1. Starting materials: CCOC(OCC)c1ccc(CC(C(=O)OC)C(=O)OC)cc1, CSc1ccc(CCl)cc1, [H-], [Na+], CN(C)C=O. Yields the product CCOC(OCC)c1ccc(CC(Cc2ccc(SC)cc2)(C(=O)OC)C(=O)OC)cc1. As a reaction SMILES: [CH2:1]([CH3:2])[O:3][CH:4]([c:5]1[cH:6][cH:7][c:8]([CH2:9][CH:10]([C:11](=[O:12])[O:13][CH3:14])[C:15](=[O:16])[O:17][CH3:18])[cH:19][cH:20]1)[O:21][CH2:22][CH3:23].[CH3:26][S:27][c:28]1[cH:29][cH:30][c:31]([CH2:32][Cl:33])[cH:34][cH:35]1.[H-:25].[Na+:24].[O:36]=[CH:37][N:38]([CH3:39])[CH3:40]>>[CH2:1]([CH3:2])[O:3][CH:4]([c:5]1[cH:6][cH:7][c:8]([CH2:9][C:10]([C:11](=[O:12])[O:13][CH3:14])([C:15](=[O:16])[O:17][CH3:18])[CH2:32][c:31]2[cH:30][cH:29][c:28]([S:27][CH3:26])[cH:35][cH:34]2)[cH:19][cH:20]1)[O:21][CH2:22][CH3:23]. Starting materials: [N+](=O)([O-])C=1C=C2C=3CCCCC3NC2=CC1 (6-Nitro-1,2,3,4-tetrahydrocarbazole), O (water), [OH-].[K+] (potassium hydroxide), C(C)(C)I (isopropyl iodide). Conditions: temperature 50 celsius, time 3 hour. Yield: 43.2%. Run in CC(=O)C (acetone). The product is C(C)(C)N1C2=CC=C(C=C2C=2CCCCC12)[N+](=O)[O-] (N-isopropyl-6-nitro-1,2,3,4-tetrahydrocarbazole). Reaction SMILES: [N+:1]([C:4]1[CH:5]=[C:6]2[C:14](=[CH:15][CH:16]=1)[NH:13][C:12]1[CH2:11][CH2:10][CH2:9][CH2:8][C:7]2=1)([O-:3])=[O:2].[OH-].[K+].[CH:19](I)([CH3:21])[CH3:20].O>CC(C)=O>[CH:19]([N:13]1[C:12]2[CH2:11][CH2:10][CH2:9][CH2:8][C:7]=2[C:6]2[C:14]1=[CH:15][CH:16]=[C:4]([N+:1]([O-:3])=[O:2])[CH:5]=2)([CH3:21])[CH3:20] |f:1.2|. Procedure: 6-Nitro-1,2,3,4-tetrahydrocarbazole (5.04 g) prepared by the method described in Journal of Chemical Society, p.833 (1924) was dissolved in 50 mL of acetone, and the solution was added with 2.25 g of potassium hydroxide and 8.45 g of isopropyl iodide, warmed to 50° C. and stirred for 3 hours. The reaction mixture was added with water and the deposited precipitates were collected to obtain 2.60 g of N-isopropyl-6-nitro-1,2,3,4-tetrahydrocarbazole. The resulting N-isopropyl-6-nitro-1,2,3,4-tetrahy... Reactants: CN(C)CC1CC(c2ccc(S(C)(=O)=O)cc2)=C(c2ccc(C(C)(C)C)cc2)C1O, CC(=O)OC(C)=O, C1CCOC1, c1ccncc1. The product is CC(=O)OC1C(c2ccc(C(C)(C)C)cc2)=C(c2ccc(S(C)(=O)=O)cc2)CC1CN(C)C. RXN SMILES: [C:1]([CH3:2])([CH3:3])([CH3:4])[c:5]1[cH:6][cH:7][c:8]([C:11]2=[C:15]([c:16]3[cH:17][cH:18][c:19]([S:22](=[O:23])(=[O:24])[CH3:25])[cH:20][cH:21]3)[CH2:14][CH:13]([CH2:26][N:27]([CH3:28])[CH3:29])[CH:12]2[OH:30])[cH:9][cH:10]1.[CH3:37][C:38](=[O:39])[O:40][C:41](=[O:42])[CH3:43].[O:44]1[CH2:45][CH2:46][CH2:47][CH2:48]1.[cH:31]1[cH:32][cH:33][n:34][cH:35][cH:36]1>>[C:1]([CH3:2])([CH3:3])([CH3:4])[c:5]1[cH:6][cH:7][c:8]([C:11]2=[C:15]([c:16]3[cH:17][cH:18][c:19]([S:22](=[O:23])(=[O:24])[CH3:25])[cH:20][cH:21]3)[CH2:14][CH:13]([CH2:26][N:27]([CH3:28])[CH3:29])[CH:12]2[O:30][C:38]([CH3:37])=[O:39])[cH:9][cH:10]1.